This data is from the Open Reaction Database (ORD), a public repository of structured organic reaction records. The task is: describe an organic reaction: reactants, conditions, products, and yield The reactants are CC1=CC=CC=2C3=CC=CC=C3CC12 (1-methylfluorene), C(CCC)[Li] (n-butyl lithium), C(=O)=O (CO2). The solvent is O (water), C(C)(=O)OCC (ethyl acetate), C1CCOC1 (THF). Run at time 15 minute. The product is CC1=CC=CC=2C3=CC=CC=C3C(C12)C(=O)O (1-methyl-9-fluorenecarboxylic acid). Yield: 85.0%. Reaction SMILES: [CH3:1][C:2]1[C:14]2[CH2:13][C:12]3[C:7](=[CH:8][CH:9]=[CH:10][CH:11]=3)[C:6]=2[CH:5]=[CH:4][CH:3]=1.C([Li])CCC.[C:20](=[O:22])=[O:21]>C1COCC1.O.C(OCC)(=O)C>[CH3:1][C:2]1[C:14]2[CH:13]([C:20]([OH:22])=[O:21])[C:12]3[C:7](=[CH:8][CH:9]=[CH:10][CH:11]=3)[C:6]=2[CH:5]=[CH:4][CH:3]=1. Procedure details: A solution of 1-methylfluorene (3.8 g, 21.1 mmol) in 100 mL of THF at -78° C. was charged with n-butyl lithium (3.5M solution in hexane, 6.29 ml, 22.0 mmol). The reaction mixture was stirred for 15 min, then CO2 gaseous (5 g, 113.6 mmol) was introduced via cannula over a period of 15 min. The reaction mixture was warmed up to room temperature and stirring was continued until no color was apparent (approximately 2 hr). The slurry was diluted with water (100 mL) and ethyl acetate (50 mL). The laye... Reactants: FC1=CC=C(C=C1)C(C(C(=O)OC)C(C)=O)CC(C)=O (methyl 3-(4-fluorophenyl)-2-(1-oxoethyl)-5-oxohexanoate), C(C)(=O)[O-].[NH4+] (ammonium acetate). The reagents and catalysts are O.O.O.O.O.O.[Fe](Cl)(Cl)Cl (iron(III) chloride hexahydrate). Run in C(C)(=O)O (acetic acid). Product: CC1=NC(=CC(=C1C(=O)OC)C1=CC=C(C=C1)F)C (Methyl 2,6-dimethyl-4-(4-fluorophenyl)pyridine-3-carboxylate). Reaction SMILES: [F:1][C:2]1[CH:7]=[CH:6][C:5]([CH:8]([CH2:17][C:18](=O)[CH3:19])[CH:9]([C:14](=O)[CH3:15])[C:10]([O:12][CH3:13])=[O:11])=[CH:4][CH:3]=1.C([O-])(=O)C.[NH4+:25]>C(O)(=O)C.O.O.O.O.O.O.[Fe](Cl)(Cl)Cl>[CH3:15][C:14]1[C:9]([C:10]([O:12][CH3:13])=[O:11])=[C:8]([C:5]2[CH:6]=[CH:7][C:2]([F:1])=[CH:3][CH:4]=2)[CH:17]=[C:18]([CH3:19])[N:25]=1 |f:1.2,4.5.6.7.8.9.10|. Procedure: A suspension of 28.0 g (100 mmol) of methyl 3-(4-fluorophenyl)-2-(1-oxoethyl)-5-oxohexanoate (=Xa from Example 1), 120 g of ammonium acetate and 120 g of iron(III) chloride hexahydrate in 1000 ml of glacial acetic acid was refluxed, with stirring, until the precursor could no longer be detected by thin-layer chromatography (4 h). The mixture was cooled and then filtered, and the solid residue was washed with ethanol and toluene. The filtrate was evaporated and then the residue was suspended in w...